The task is: describe an organic reaction: reactants, conditions, products, and yield. This data is from the Open Reaction Database (ORD), a public repository of structured organic reaction records. Starting materials: CC1(OC2=C(C3=C1SCC3)C(=CC(=C2)C(C)C(CCCCC)C)O)C (1,2-dihydro-4,4-dimethyl-9-hydroxy-7-(3-methyl-2-octyl)-4H-thieno[2,3-c][1]benzopyran), C1(CCCCC1)N=C=NC1CCCCC1 (dicyclohexylcarbodiimide), Cl.C(C)N(CCCC(=O)O)CC (4-diethylaminobutyric acid hydrochloride). Solvent: C(Cl)Cl (methylene chloride). Yields the product Cl.C(C)N(CCCC(=O)OC1=CC(=CC2=C1C1=C(C(O2)(C)C)SCC1)C(C)C(CCCCC)C)CC (9-[4-(Diethylamino)butyryloxy]-1,2-dihydro-4,4-dimethyl-7-(3-methyl-2-octyl)-4H-thieno[2,3-c][1]benzopyran hydrochloride). Yield: 53.0%. RXN SMILES: [CH3:1][C:2]1([CH3:25])[C:7]2[S:8][CH2:9][CH2:10][C:6]=2[C:5]2[C:11]([OH:24])=[CH:12][C:13]([CH:15]([CH:17]([CH3:23])[CH2:18][CH2:19][CH2:20][CH2:21][CH3:22])[CH3:16])=[CH:14][C:4]=2[O:3]1.C1(N=C=NC2CCCCC2)CCCCC1.[ClH:41].[CH2:42]([N:44]([CH2:51][CH3:52])[CH2:45][CH2:46][CH2:47][C:48](O)=[O:49])[CH3:43]>C(Cl)Cl>[ClH:41].[CH2:42]([N:44]([CH2:51][CH3:52])[CH2:45][CH2:46][CH2:47][C:48]([O:24][C:11]1[C:5]2[C:6]3[CH2:10][CH2:9][S:8][C:7]=3[C:2]([CH3:1])([CH3:25])[O:3][C:4]=2[CH:14]=[C:13]([CH:15]([CH:17]([CH3:23])[CH2:18][CH2:19][CH2:20][CH2:21][CH3:22])[CH3:16])[CH:12]=1)=[O:49])[CH3:43] |f:2.3,5.6|. Procedure: 0.5 g. (1.39 mmole) of 1,2-dihydro-4,4-dimethyl-9-hydroxy-7-(3-methyl-2-octyl)-4H-thieno[2,3-c][1]benzopyran, 0.31 g. (1.50 mmole; Aldrich Chemical Co.) of dicyclohexylcarbodiimide and 0.272 g. (1.39 mmole) of 4-diethylaminobutyric acid hydrochloride (F. F. Blicke, W. B. Wright, Jr., and M. R. Zienty, J. Amer. Chem. Soc., 63 2488 (1941)) were combined in 30 ml. of methylene chloride and stirred at room temperature for 4 hours. The insoluble by-product of dicyclohexylurea was separated by filtrat... Reactants: C1(=CC=C(C=C1)S(=O)(=O)O)C (p-toluenesulfonic acid), C(=C)OCC (ethyl vinyl ether), C(C)(=O)OC\C=C/C1=CC=C(C=C1)O (4(Z)-hydroxycinnamyl acetate). Run in CCOCC (ether). Yields the product C(C)(=O)OC\C=C/C1=CC=C(C=C1)OC(C)OCC (4(Z)-(1-ethoxyethoxy)cinnamyl acetate). As a reaction SMILES: [C:1]([O:4][CH2:5]/[CH:6]=[CH:7]\[C:8]1[CH:13]=[CH:12][C:11]([OH:14])=[CH:10][CH:9]=1)(=[O:3])[CH3:2].C1(C)C=CC(S(O)(=O)=O)=CC=1.[CH:26]([O:28][CH2:29][CH3:30])=[CH2:27]>CCOCC>[C:1]([O:4][CH2:5]/[CH:6]=[CH:7]\[C:8]1[CH:9]=[CH:10][C:11]([O:14][CH:26]([O:28][CH2:29][CH3:30])[CH3:27])=[CH:12][CH:13]=1)(=[O:3])[CH3:2]. Procedure: To 50 ml of methanol solution containing 10 g of 3-[4-(1-ethoxyethoxy)phenyl]propargyl acetate, were added 1.5 g of 5%-Pd-BaSO4 and 10 drops of quinoline, and the mixture was catalytically reduced. After the reaction was finished, the reaction mixture was filtered, and the filtrate was allowed to evaporation, the residue thus obtained was purified by means of a silica gel column chromatography (eluent: dichloromethane and dichloromethane:methanol=100:1) to obtain 3 g of 4(Z)-(1-ethoxyethoxy)cinn... The product is C(C)C1=CC=C(S1)CN1C(N(C(C2=C1C=C(S2)C2=CC=CC=C2)=O)C2CCN(CC2)C(=O)OC(C)(C)C)=O (tert-butyl 4-{1-[(5-ethylthiophen-2-yl)methyl]-2,4-dioxo-6-phenyl-1,4-dihydrothieno[3,2-d]pyrimidin-3(2H)-yl}piperidine-1-carboxylate). Starting materials: O=C1N(C(C2=C(N1)C=C(S2)C2=CC=CC=C2)=O)C2CCN(CC2)C(=O)OC(C)(C)C (tert-butyl 4-(2,4-dioxo-6-phenyl-1,4-dihydrothieno[3,2-d]pyrimidin-3(2H)-yl)piperidine-1-carboxylate), ClCC=1SC(=CC1)CC (2-(chloromethyl)-5-ethylthiophene), C([O-])([O-])=O.[K+].[K+] (potassium carbonate). Reaction conditions: temperature 100 celsius, time 1 hour. Procedure: To a solution of tert-butyl 4-(2,4-dioxo-6-phenyl-1,4-dihydrothieno[3,2-d]pyrimidin-3(2H)-yl)piperidine-1-carboxylate (1.20 g, compound B50) and 2-(chloromethyl)-5-ethylthiophene (480 mg, compound D27) in dry DMF (15 ml) is added potassium carbonate (778 mg). The mixture is stirred for 1 h at 100° C. and subsequently poured into ice-cold water. After stirring for 5 min the resulting precipitate is filtered off and dried in vacuo. The residue is purified by flash column chromatography [silica gel... Solvent: CN(C)C=O (DMF). As a reaction SMILES: [O:1]=[C:2]1[NH:7][C:6]2[CH:8]=[C:9]([C:11]3[CH:16]=[CH:15][CH:14]=[CH:13][CH:12]=3)[S:10][C:5]=2[C:4](=[O:17])[N:3]1[CH:18]1[CH2:23][CH2:22][N:21]([C:24]([O:26][C:27]([CH3:30])([CH3:29])[CH3:28])=[O:25])[CH2:20][CH2:19]1.Cl[CH2:32][C:33]1[S:34][C:35]([CH2:38][CH3:39])=[CH:36][CH:37]=1.C(=O)([O-])[O-].[K+].[K+]>CN(C=O)C>[CH2:38]([C:35]1[S:34][C:33]([CH2:32][N:7]2[C:6]3[CH:8]=[C:9]([C:11]4[CH:16]=[CH:15][CH:14]=[CH:13][CH:12]=4)[S:10][C:5]=3[C:4](=[O:17])[N:3]([CH:18]3[CH2:23][CH2:22][N:21]([C:24]([O:26][C:27]([CH3:30])([CH3:29])[CH3:28])=[O:25])[CH2:20][CH2:19]3)[C:2]2=[O:1])=[CH:37][CH:36]=1)[CH3:39] |f:2.3.4|. The reactants are CS(=O)(=O)Cl, ClCCl, Nc1ncnc2c1c(C(=O)c1cccc(NC(=O)Nc3cc(Cl)cc(Cl)c3)c1)cn2C1CCNCC1, CN(C)C=O. Product: CS(=O)(=O)N1CCC(n2cc(C(=O)c3cccc(NC(=O)Nc4cc(Cl)cc(Cl)c4)c3)c3c(N)ncnc32)CC1. Reaction SMILES: [CH3:37][S:38](=[O:39])(=[O:40])[Cl:41].[Cl:47][CH2:48][Cl:49].[NH2:1][c:2]1[c:3]2[c:4]([n:5][cH:6][n:7]1)[n:8]([CH:31]1[CH2:32][CH2:33][NH:34][CH2:35][CH2:36]1)[cH:9][c:10]2[C:11](=[O:12])[c:13]1[cH:14][c:15]([NH:19][C:20](=[O:21])[NH:22][c:23]2[cH:24][c:25]([Cl:30])[cH:26][c:27]([Cl:29])[cH:28]2)[cH:16][cH:17][cH:18]1.[O:42]=[CH:43][N:44]([CH3:45])[CH3:46]>>[NH2:1][c:2]1[c:3]2[c:4]([n:5][cH:6][n:7]1)[n:8]([CH:31]1[CH2:32][CH2:33][N:34]([S:38]([CH3:37])(=[O:39])=[O:40])[CH2:35][CH2:36]1)[cH:9][c:10]2[C:11](=[O:12])[c:13]1[cH:14][c:15]([NH:19][C:20](=[O:21])[NH:22][c:23]2[cH:24][c:25]([Cl:30])[cH:26][c:27]([Cl:29])[cH:28]2)[cH:16][cH:17][cH:18]1. The reactants are CN1Cc2c(Br)cccc2NC1=O, CN(C)C=O, Fc1cccc(CBr)c1, [H-], [Na+]. Product: CN1Cc2c(Br)cccc2N(Cc2cccc(F)c2)C1=O. Reaction SMILES: [Br:1][c:2]1[c:3]2[c:8]([cH:9][cH:10][cH:11]1)[NH:7][C:6](=[O:12])[N:5]([CH3:13])[CH2:4]2.[CH3:25][N:26]([CH3:27])[CH:28]=[O:29].[F:16][c:17]1[cH:18][c:19]([CH2:20][Br:21])[cH:22][cH:23][cH:24]1.[H-:14].[Na+:15]>>[Br:1][c:2]1[c:3]2[c:8]([cH:9][cH:10][cH:11]1)[N:7]([CH2:20][c:19]1[cH:18][c:17]([F:16])[cH:24][cH:23][cH:22]1)[C:6](=[O:12])[N:5]([CH3:13])[CH2:4]2. The reactants are C1CCOC1, [Cl-], CCn1cc(Cl)c(C(=O)O)n1, Nc1cccc(C(=O)c2ccc3c(c2)NC(=O)C3)c1, O=S(Cl)Cl. The product is CCn1cc(Cl)c(C(=O)Nc2cccc(C(=O)c3ccc4c(c3)NC(=O)C4)c2)n1. Reaction SMILES: [CH2:36]1[O:37][CH2:38][CH2:39][CH2:40]1.[Cl-:35].[Cl:1][c:2]1[c:3]([C:9](=[O:10])[OH:11])[n:4][n:5]([CH2:7][CH3:8])[cH:6]1.[NH2:16][c:17]1[cH:18][c:19]([C:20](=[O:21])[c:22]2[cH:23][cH:24][c:25]3[c:29]([cH:30]2)[NH:28][C:27](=[O:31])[CH2:26]3)[cH:32][cH:33][cH:34]1.[S:12]([Cl:13])([Cl:14])=[O:15]>>[Cl:1][c:2]1[c:3]([C:9](=[O:11])[NH:16][c:17]2[cH:18][c:19]([C:20](=[O:21])[c:22]3[cH:23][cH:24][c:25]4[c:29]([cH:30]3)[NH:28][C:27](=[O:31])[CH2:26]4)[cH:32][cH:33][cH:34]2)[n:4][n:5]([CH2:7][CH3:8])[cH:6]1.